Dataset: the Open Reaction Database (ORD), a public repository of structured organic reaction records. Task: describe an organic reaction: reactants, conditions, products, and yield RXN SMILES: [C:20]([Br:21])([Br:22])([Br:23])[Br:24].[Cl:45][CH2:46][Cl:47].[OH2:44].[OH:1][CH2:2][CH2:3][CH2:4][c:5]1[s:6][c:7]2[c:8]([n:9]1)[cH:10][c:11]([O:18][CH3:19])[c:12]([O:16][CH3:17])[c:13]2[O:14][CH3:15].[c:25]1([P:26]([c:27]2[cH:28][cH:29][cH:30][cH:31][cH:32]2)[c:33]2[cH:34][cH:35][cH:36][cH:37][cH:38]2)[cH:39][cH:40][cH:41][cH:42][cH:43]1>>[CH2:2]([CH2:3][CH2:4][c:5]1[s:6][c:7]2[c:8]([n:9]1)[cH:10][c:11]([O:18][CH3:19])[c:12]([O:16][CH3:17])[c:13]2[O:14][CH3:15])[Br:21]. Reactants: BrC(Br)(Br)Br, ClCCl, O, COc1cc2nc(CCCO)sc2c(OC)c1OC, c1ccc(P(c2ccccc2)c2ccccc2)cc1. The product is COc1cc2nc(CCCBr)sc2c(OC)c1OC. Reactants: C1(CCCC1)N1[C@@H](C=2N(C=3C=NC(=NC13)N)C=NN2)CC ((R)-5-cyclopentyl-4-ethyl-4,5-dihydro-[1,2,4]triazolo[4,3-f]pteridin-7-amine), [H-].[Na+] (sodium hydride), [Cl-].[NH4+] (Ammonium chloride), ClC(=O)OC (methyl chloroformate). The solvent is CN(C)C=O (DMF). Run at time 10 minute. Product: C1(CCCC1)N1[C@@H](C=2N(C=3C=NC(=NC13)NC=1C=NC=CC1)C=NN2)CC ((R)-5-cyclopentyl-4-ethyl-N-(pyridin-3-yl)-4,5-dihydro-[1,2,4]triazolo[4,3-f]pteridin-7-amine). Isolated yield 31.0%. As a reaction SMILES: [CH:1]1([N:6]2[C:15]3[N:14]=[C:13]([NH2:16])[N:12]=[CH:11][C:10]=3[N:9]3[CH:17]=[N:18][N:19]=[C:8]3[C@H:7]2[CH2:20][CH3:21])[CH2:5][CH2:4][CH2:3][CH2:2]1.[H-].[Na+].ClC(OC)=O.[Cl-].[NH4+:30]>CN(C=O)C>[CH:1]1([N:6]2[C:15]3[N:14]=[C:13]([NH:16][C:2]4[CH:3]=[N:30][CH:4]=[CH:5][CH:1]=4)[N:12]=[CH:11][C:10]=3[N:9]3[CH:17]=[N:18][N:19]=[C:8]3[C@H:7]2[CH2:20][CH3:21])[CH2:2][CH2:3][CH2:4][CH2:5]1 |f:1.2,4.5|. Procedure details: To (R)-5-cyclopentyl-4-ethyl-4,5-dihydro-[1,2,4]triazolo[4,3-f]pteridin-7-amine (50 mg, 0.175 mmol) in DMF (1 ml) at 0° C. was added sodium hydride (60% in mineral oil, 7.7 mg, 0.193 mmol). The reaction mixture was stirred for 10 minutes, then methyl chloroformate (13.6 μL, 0.175 mmol) was added. The reaction was allowed to warm up to room temperature and was stirred for 18 hours. Ammonium chloride (5 ml, sat. aq. soln.) was added and extracted with EtOAc (3×10 ml). The combined organics were wa... Starting materials: C[Si](C)(C)C#CC1=CC=C(C=C1)C#C[Si](C)(C)C (1,4-bis(trimethylsilylethynyl)benzene), resultant mixture, CO (MeOH), [OH-].[K+] (potassium hydroxide). The solvent is C(Cl)Cl (CH2Cl2), C(Cl)Cl (CH2Cl2). Yields the product C(#C)C1=CC=C(C=C1)C#C (1,4-diethynylbenzene). Isolated yield 63.0%. RXN SMILES: C[Si]([C:5]#[C:6][C:7]1[CH:12]=[CH:11][C:10]([C:13]#[C:14][Si](C)(C)C)=[CH:9][CH:8]=1)(C)C.CO.[OH-].[K+]>C(Cl)Cl>[C:6]([C:7]1[CH:12]=[CH:11][C:10]([C:13]#[CH:14])=[CH:9][CH:8]=1)#[CH:5] |f:2.3|. Procedure details: Subsequently, the obtained 1,4-bis(trimethylsilylethynyl)benzene (500 mg, 1.85 mmol) was added with dist. CH2Cl2 (15 mL), dist. MeOH (3 mL) and an aqueous solution of potassium hydroxide (KOH) (0.4 mL) of 50% by mass. The resultant mixture was stirred under a nitrogen atmosphere at room temperature for 18 hours to obtain a reaction mixture. Then, the reaction mixture was diluted with CH2Cl2. After that, an organic layer was washed with sat. NaCl, and dried with MgSO4. The dried organic layer was...